From a dataset of the Open Reaction Database (ORD), a public repository of structured organic reaction records. describe an organic reaction: reactants, conditions, products, and yield Reactants: [H][H] (hydrogen), [N+](=O)([O-])C1=CC=C(OCC(C)=O)C=C1 (1-(4-nitrophenoxy)propan-2-one), Cl (hydrochloric acid). The reagents and catalysts are [Pd] (palladium-on-charcoal). Run in CO (methanol). The product is Cl.NC1=CC=C(OCC(C)=O)C=C1 (1-(4-Aminophenoxy)propan-2-one hydrochloride). As a reaction SMILES: [H][H].[N+:3]([C:6]1[CH:16]=[CH:15][C:9]([O:10][CH2:11][C:12](=[O:14])[CH3:13])=[CH:8][CH:7]=1)([O-])=O.[ClH:17]>[Pd].CO>[ClH:17].[NH2:3][C:6]1[CH:16]=[CH:15][C:9]([O:10][CH2:11][C:12](=[O:14])[CH3:13])=[CH:8][CH:7]=1 |f:5.6|. Procedure: A stream of hydrogen was passed through a mixture comprising 19.6 g of 1-(4-nitrophenoxy)propan-2-one, 300 ml of methanol, 30 ml of concentrated aqueous hydrochloric acid and 4 g of 10% w/v palladium-on-charcoal at room temperature for 5 hours. At the end of this time, the catalyst was filtered off, and the filtrate was concentrated by evaporation under reduced pressure, to give 20 g of the title compound. This compound was used directly and without further purification in the next step.